From a dataset of the Open Reaction Database (ORD), a public repository of structured organic reaction records. describe an organic reaction: reactants, conditions, products, and yield Yield: 3859.4%. Run at temperature 0 celsius, time 8 hour. Procedure: A 250 mL round-bottomed flask, equipped with a magnetic stirrer, an argon inlet and a Claisen adapter bearing an addition funnel and an argon outlet leading to a mineral oil bubbler, was dried in an oven, assembled hot and cooled under a stream of argon. The flask was charged with methyltriphenyl phosphonium bromide (8.4788 g, 23.73 mmole), potassium t-butoxide (23.7 mL of a 1.0M solution in tetrahydrofuran) and 18-crown-6 (0.180 g). Dry tetrahydrofuran (70 mL) was transferred to the flask under... The reagents and catalysts are [Br-].C[P+](C1=CC=CC=C1)(C1=CC=CC=C1)C1=CC=CC=C1 (methyltriphenyl phosphonium bromide). Run in O1CCCC1 (tetrahydrofuran), C(C)OCC (diethyl ether), O1CCCC1 (tetrahydrofuran), C1CCOC1 (THF), CCOCC (ether). The product is C(=C)C1=CC=C2C=CC3=CC=CC4=CC=C1C2=C34 (1-vinylpyrene). Reactants: CC(C)([O-])C.[K+] (potassium t-butoxide), solution, C1COCCOCCOCCOCCOCCO1 (18-crown-6), C1(=CC=C2C=CC3=CC=CC4=CC=C1C2=C34)C=O (Pyrene-1-carboxaldehyde). As a reaction SMILES: CC(C)([O-])C.[K+].C1O[CH2:23][CH2:22]OCCOCCOCCOCCOC1.[C:25]1(C=O)[C:38]2[C:39]3=[C:40]4[C:35](=[CH:36][CH:37]=2)[CH:34]=[CH:33][CH:32]=[C:31]4[CH:30]=[CH:29][C:28]3=[CH:27][CH:26]=1>[Br-].C[P+](C1C=CC=CC=1)(C1C=CC=CC=1)C1C=CC=CC=1.O1CCCC1.C(OCC)C>[CH:25]([C:38]1[C:39]2[C:40]3=[C:22]4[C:23](=[CH:27][CH:28]=2)[CH:29]=[CH:30][CH:31]=[C:32]4[CH:33]=[CH:34][C:35]3=[CH:36][CH:37]=1)=[CH2:26] |f:0.1,4.5|. Starting materials: FC1=CC(=C(NC2=NC=CC=C2)C=C1)N (4-fluoro-2-amino-N-(2-pyridyl)aniline), C1(CCCCC1)/C=C/C(=O)Cl ((E)-3-Cyclohexylacryloyl chloride), N1=C(C=CC=C1)N1C(=NC2=C1C=CC=C2)\C=C\C2=CC=CC=C2 ((E)-1-(2-pyridyl)-2-styryl-1H-benzimidazole). Product: C1(CCCCC1)/C=C/C1=NC2=C(N1C1=NC=CC=C1)C=CC(=C2)F ((E)-2-[2-(Cyclohexyl)ethenyl]-5-fluoro-1-(2-pyridyl)-1H-benzimidazole). RXN SMILES: [F:1][C:2]1[CH:14]=[CH:13][C:5]([NH:6][C:7]2[CH:12]=[CH:11][CH:10]=[CH:9][N:8]=2)=[C:4]([NH2:15])[CH:3]=1.[CH:16]1(/[CH:22]=[CH:23]/[C:24](Cl)=O)[CH2:21][CH2:20][CH2:19][CH2:18][CH2:17]1.N1C=CC=CC=1N1C2C=CC=CC=2N=C1/C=C/C1C=CC=CC=1>>[CH:16]1(/[CH:22]=[CH:23]/[C:24]2[N:6]([C:7]3[CH:12]=[CH:11][CH:10]=[CH:9][N:8]=3)[C:5]3[CH:13]=[CH:14][C:2]([F:1])=[CH:3][C:4]=3[N:15]=2)[CH2:21][CH2:20][CH2:19][CH2:18][CH2:17]1. Procedure details: The titled compound was prepared from 4-fluoro-2-amino-N-(2-pyridyl)aniline and (E)-3-Cyclohexylacryloyl chloride according to the preparation of (E)-1-(2-pyridyl)-2-styryl-1H-benzimidazole (Example 1, method A). MW: 321.40; mp: 109.1-110.1° C.; 1H-NMR (CDCl3) δ: 8.76-8.72 (1H, m), 7.97 (1H, ddd, J=7.7, 7.7, 2.0 Hz), 7.47-7.40 (3H, m), 7.34 (1H, dd, J=9.0, 4.8 Hz), 7.11 (1H, dd, J=15.7, 7.1 Hz), 6.97 (1H, ddd, J=9.0,9.0,2.5 Hz), 6.38 (1H, dd, J=15.7, 1.3 Hz), 2.27-2.10 (1H, m), 1.84-1.57 (5H, m)...